This data is from the Open Reaction Database (ORD), a public repository of structured organic reaction records. The task is: describe an organic reaction: reactants, conditions, products, and yield Reactants: C(C)(C)(C)OC(=O)NCCOC1=NOC2=C1C(=C(C=C2)F)C(=O)O (3-(2-(N-t-butoxycarbonylamino)ethoxy)-4-carboxy-5-fluoro-1,2-benzisoxazole), [N+](=[N-])=C.C(C)OCC (diazomethane diethylether). Run in C(C)OCC (diethylether). Conditions: time 15 minute. Yields the product C(C)(C)(C)OC(=O)NCCOC1=NOC2=C1C(=C(C=C2)F)C(=O)OC (3-(2-(N-t-Butoxycarbonylamino)ethoxy)-5-fluoro-4methoxycarbonyl-1,2-benzisoxazole). Yield: 100.0%. RXN SMILES: [C:1]([O:5][C:6]([NH:8][CH2:9][CH2:10][O:11][C:12]1[C:16]2[C:17]([C:22]([OH:24])=[O:23])=[C:18]([F:21])[CH:19]=[CH:20][C:15]=2[O:14][N:13]=1)=[O:7])([CH3:4])([CH3:3])[CH3:2].[N+](=[CH2:27])=[N-].C(OCC)C>C(OCC)C>[C:1]([O:5][C:6]([NH:8][CH2:9][CH2:10][O:11][C:12]1[C:16]2[C:17]([C:22]([O:24][CH3:27])=[O:23])=[C:18]([F:21])[CH:19]=[CH:20][C:15]=2[O:14][N:13]=1)=[O:7])([CH3:4])([CH3:2])[CH3:3] |f:1.2|. Reported procedure: To a solution of 3-(2-(N-t-butoxycarbonylamino)ethoxy)-4-carboxy-5-fluoro-1,2-benzisoxazole (0.31 g) in diethylether (20 ml) was added diazomethane/diethylether solution at 5° C. until the reaction mixture became yellow, and the mixture was then stirred for 15 minutes. The reaction mixture was evaporated under reduced pressure to give the title compound (0.32 g, 100% yield) as an oil.